Task: describe an organic reaction: reactants, conditions, products, and yield. Dataset: the Open Reaction Database (ORD), a public repository of structured organic reaction records Reactants: BrC1=CN=C2C(=N1)N(CCN2)CC2=C(C(=CC=C2F)F)Cl (7-bromo-1-(2-chloro-3,6-difluorobenzyl)-1,2,3,4-tetrahydropyrazino[2,3-b]pyrazine), CN1CCN(CC1)C(=O)C1=CC=C(C=C1)B1OC(C)(C)C(C)(C)O1 (4-(4-Methylpiperazine-1-carbonyl)phenylboronic acid pinacol ester). Product: ClC1=C(CN2C3=C(NCC2)N=CC(=N3)C3=CC=C(C=C3)C(=O)N3CCN(CC3)C)C(=CC=C1F)F ({4-[8-(2-chloro-3,6-difluorobenzyl)-5,6,7,8-tetrahydropyrazino[2,3-b]pyrazin-2-yl]phenyl}(4-methylpiperazin-1-yl)methanone). Reaction SMILES: Br[C:2]1[N:7]=[C:6]2[N:8]([CH2:12][C:13]3[C:18]([F:19])=[CH:17][CH:16]=[C:15]([F:20])[C:14]=3[Cl:21])[CH2:9][CH2:10][NH:11][C:5]2=[N:4][CH:3]=1.[CH3:22][N:23]1[CH2:28][CH2:27][N:26]([C:29]([C:31]2[CH:36]=[CH:35][C:34](B3OC(C)(C)C(C)(C)O3)=[CH:33][CH:32]=2)=[O:30])[CH2:25][CH2:24]1>>[Cl:21][C:14]1[C:15]([F:20])=[CH:16][CH:17]=[C:18]([F:19])[C:13]=1[CH2:12][N:8]1[CH2:9][CH2:10][NH:11][C:5]2[N:4]=[CH:3][C:2]([C:34]3[CH:33]=[CH:32][C:31]([C:29]([N:26]4[CH2:27][CH2:28][N:23]([CH3:22])[CH2:24][CH2:25]4)=[O:30])=[CH:36][CH:35]=3)=[N:7][C:6]1=2. Procedure: The entitled compound was prepared from 7-bromo-1-(2-chloro-3,6-difluorobenzyl)-1,2,3,4-tetrahydropyrazino[2,3-b]pyrazine and 4-(4-Methylpiperazine-1-carbonyl)phenylboronic acid pinacol ester using Suzuki coupling conditions as described in Example 1.